Dataset: the Open Reaction Database (ORD), a public repository of structured organic reaction records. Task: describe an organic reaction: reactants, conditions, products, and yield The product is [N+](=O)([O-])C=1C=C(C=CC1)NC1(CCN(CC1)C1=C(C=C(C=C1)N1C(O[C@H](C1)CNC(C)=O)=O)F)C#N ((S)—N-{3-[4-(4-(3-Nitrophenylamino)-4-cyanopiperidin-1-yl)-3-fluorophenyl]-2-oxo-oxazolidin-5-ylmethyl}-acetamide). Procedure details: By using procedure as described in Example 45 and by reacting (S)—N-{3-[4-(4-oxo-piperidin-1-yl)-3-fluorophenyl]-2-oxo-oxazolidin-5-ylmethyl}-acetamide with sodium cyanide and 3-nitroaniline the compound was obtained in 52% yield. Isolated yield 52.0%. The reactants are O=C1CCN(CC1)C1=C(C=C(C=C1)N1C(O[C@H](C1)CNC(C)=O)=O)F ((S)—N-{3-[4-(4-oxo-piperidin-1-yl)-3-fluorophenyl]-2-oxo-oxazolidin-5-ylmethyl}-acetamide), [C-]#N.[Na+] (sodium cyanide), [N+](=O)([O-])C=1C=C(N)C=CC1 (3-nitroaniline). Reaction SMILES: O=[C:2]1[CH2:7][CH2:6][N:5]([C:8]2[CH:13]=[CH:12][C:11]([N:14]3[CH2:18][C@H:17]([CH2:19][NH:20][C:21](=[O:23])[CH3:22])[O:16][C:15]3=[O:24])=[CH:10][C:9]=2[F:25])[CH2:4][CH2:3]1.[C-:26]#[N:27].[Na+].[N+:29]([C:32]1[CH:33]=[C:34]([CH:36]=[CH:37][CH:38]=1)[NH2:35])([O-:31])=[O:30]>>[N+:29]([C:32]1[CH:33]=[C:34]([NH:35][C:2]2([C:26]#[N:27])[CH2:3][CH2:4][N:5]([C:8]3[CH:13]=[CH:12][C:11]([N:14]4[CH2:18][C@H:17]([CH2:19][NH:20][C:21](=[O:23])[CH3:22])[O:16][C:15]4=[O:24])=[CH:10][C:9]=3[F:25])[CH2:6][CH2:7]2)[CH:36]=[CH:37][CH:38]=1)([O-:31])=[O:30] |f:1.2|. Reactants: CCOCC (ether), BrCC#CCC#CCC#CCCCCCCCC (1-bromo-2,5,8-heptadecatriyne), sodium thiolate, C(C)NC(CS)=O (N-ethylthioglycolamide). Run in C(Cl)Cl (methylene chloride). Reaction conditions: time 1 hour. The product is C(C)NC(CSCC#CCC#CCC#CCCCCCCCC)=O (N-ethyl 3-thia-5,8,11-eicosatriynamide). RXN SMILES: CCOCC.Br[CH2:7][C:8]#[C:9][CH2:10][C:11]#[C:12][CH2:13][C:14]#[C:15][CH2:16][CH2:17][CH2:18][CH2:19][CH2:20][CH2:21][CH2:22][CH3:23].[CH2:24]([NH:26][C:27](=[O:30])[CH2:28][SH:29])[CH3:25]>C(Cl)Cl>[CH2:24]([NH:26][C:27](=[O:30])[CH2:28][S:29][CH2:7][C:8]#[C:9][CH2:10][C:11]#[C:12][CH2:13][C:14]#[C:15][CH2:16][CH2:17][CH2:18][CH2:19][CH2:20][CH2:21][CH2:22][CH3:23])[CH3:25]. Procedure details: The ether solution of 1-bromo-2,5,8-heptadecatriyne, prepared according to the above operating procedure, is added dropwise under an inert atmosphere to a stirred solution, at 0° C., of sodium thiolate of N-ethylthioglycolamide prepared according to operating procedure b) above. The mixture obtained is stirred for 1 hour after the addition is finished. The solvents are then removed by evaporation under vacuum. The product obtained is dissolved in 100 cm3 of methylene chloride. The organic phase ... Starting materials: saturated solution, C([O-])(O)=O.[Na+] (sodium bicarbonate), OC1(OCC(OC1)(CO)O)CO (2,5-dihydroxy-1,4-dioxane-2,5-dimethanol), O1CCOCC1 (dioxane), O1CCCC=C1 (3,4-dihydro-2H-pyran), monohydrated p-toluene sulfonic acid. The solvent is C(C)N(CC)CC (triethylamine), C(Cl)Cl (methylene chloride). Run at time 15 minute. The product is O1C(CCCC1)OCC(COC1OCCCC1)=O (1,3 bis-[(tetrahydro-2H-pyran-2-yl)oxy]-2-propanone). Reaction SMILES: O[C:2]1([CH2:11][OH:12])[CH2:7][O:6][C:5]([OH:10])([CH2:8]O)C[O:3]1.O1[CH2:18][CH2:17][O:16][CH2:15][CH2:14]1.O1C=C[CH2:22][CH2:21][CH2:20]1.[C:25](=O)(O)[O-].[Na+]>C(Cl)Cl.C(N(CC)CC)C>[O:16]1[CH2:17][CH2:18][CH2:25][CH2:14][CH:15]1[O:12][CH2:11][C:2](=[O:3])[CH2:7][O:6][CH:5]1[CH2:8][CH2:22][CH2:21][CH2:20][O:10]1 |f:3.4|. Procedure details: 9 g of 2,5-dihydroxy-1,4-dioxane-2,5-dimethanol were introduced into 60 ml of dioxane and the suspension was taken to about 70° C. for 15 minutes, then taken to ambient temperature. Then, 20 ml of 3,4-dihydro-2H-pyran and 300 mg of monohydrated p-toluene sulfonic acid were added. The temperature was held at about 40° C. and then the reaction medium stood overnight at ambient temperature. It was then poured into a mixture of 300 ml of a saturated solution of sodium bicarbonate +10 ml of triethyla... Reactants: CNC1CC=C(CC1)C1=CNC2=CC=C(C=C12)NC(=N)C=1SC=CC1 (N-(3-(4-(methylamino)cyclohex-1-enyl)-1H-indol-5-yl)thiophene-2-carboximidamide), C(C)OC(CN1C=CC2=CC=C(C=C12)[N+](=O)[O-])=O ((6-Nitro-indol-1-yl)-acetic acid ethyl ester), CN1CCC(=CC1)C1=CNC2=CC=C(C=C12)[N+](=O)[O-] (3-(1-Methyl-1,2,3,6-tetrahydropyridin-4-yl)-5-nitro-1H-indole). Product: [N+](=O)([O-])C=1C=C2C(=CNC2=CC1)C1=CCC(CC1)=O (4-(5-Nitro-1H-indol-3-yl)cyclohex-3-enone). As a reaction SMILES: CNC1CCC(C2C3C(=CC=C(NC(C4SC=CC=4)=N)C=3)NC=2)=CC1.[CH2:26]([O:28]C(=O)CN1C2C(=CC=C([N+]([O-])=O)C=2)C=C1)C.CN1[CH2:50][CH:49]=[C:48]([C:51]2[C:59]3[C:54](=[CH:55][CH:56]=[C:57]([N+:60]([O-:62])=[O:61])[CH:58]=3)[NH:53][CH:52]=2)[CH2:47][CH2:46]1>>[N+:60]([C:57]1[CH:58]=[C:59]2[C:54](=[CH:55][CH:56]=1)[NH:53][CH:52]=[C:51]2[C:48]1[CH2:47][CH2:46][C:26](=[O:28])[CH2:50][CH:49]=1)([O-:62])=[O:61]. Procedure: Compound 120 (0.26 g, 0.557 mmol) was treated with 1 N aqueous HCl solution at room temperature and the resulting solution was refluxed for 2 h. The reaction was brought to room temperature, filtered and washed with water (5 mL). The solvent was evaporated and crude was recrystallised from ethanol/ether to obtain compound 121 (0.23 g, 94%) as a solid in 2:3 ratio of diastereomers. 1H NMR (DMSO-d6) δ 1.22-1.29 (m, 3H), 1.53-1.62 (m, 2H), 1.80-2.16 (m, 6H), 2.74-3.23 (m, 4H), 7.08 (d, 1H, J=8.4 Hz... Reactants: O=C([O-])O, C=O, O=CO, O=C1c2c(cccc2C(F)(F)F)C2CNCCN12, [Na+], O. Product: CN1CCN2C(=O)c3c(cccc3C(F)(F)F)C2C1. RXN SMILES: [C:25](=[O:26])([OH:27])[O-:28].[CH2:22]=[O:23].[CH:19]([OH:20])=[O:21].[F:1][C:2]([c:3]1[c:4]2[c:8]([cH:9][cH:10][cH:11]1)[CH:7]1[N:6]([C:5]2=[O:16])[CH2:15][CH2:14][NH:13][CH2:12]1)([F:17])[F:18].[Na+:29].[OH2:24]>>[F:1][C:2]([c:3]1[c:4]2[c:8]([cH:9][cH:10][cH:11]1)[CH:7]1[N:6]([C:5]2=[O:16])[CH2:15][CH2:14][N:13]([CH3:19])[CH2:12]1)([F:17])[F:18]. Starting materials: C(C)OC1=CC=C(\C=C/2\C(N(C(S2)=O)CCC)=O)C=C1 ((Z)-5-(4-ethoxybenzylidene)-3-propylthiazolidine-2,4-dione), C(C)OC1=CC=C(\C=C/2\C(NC(S2)=O)=O)C=C1 ((Z)-5-(4-ethoxybenzylidene)thiazolidine-2,4-dione), BrCC(=O)OC(C)(C)C (tert-butyl bromoacetate), C([O-])([O-])=O.[K+].[K+] (potassium carbonate). The product is C(C)OC1=CC=C(\C=C/2\C(N(C(S2)=O)CC(=O)OC(C)(C)C)=O)C=C1 ((Z)-tert-butyl 2-(5-(4-ethoxybenzylidene)-2,4-dioxothiazolidin-3-yl)acetate). RXN SMILES: [CH2:1]([O:3][C:4]1[CH:17]=[CH:16][C:7](/[CH:8]=[C:9]2/[C:10](=[O:15])[NH:11][C:12](=[O:14])[S:13]/2)=[CH:6][CH:5]=1)[CH3:2].Br[CH2:19][C:20]([O:22][C:23]([CH3:26])([CH3:25])[CH3:24])=[O:21].C(=O)([O-])[O-].[K+].[K+].C(OC1C=CC(/C=C2/C(=O)N(CCC)C(=O)S/2)=CC=1)C>>[CH2:1]([O:3][C:4]1[CH:17]=[CH:16][C:7](/[CH:8]=[C:9]2/[C:10](=[O:15])[N:11]([CH2:19][C:20]([O:22][C:23]([CH3:26])([CH3:25])[CH3:24])=[O:21])[C:12](=[O:14])[S:13]/2)=[CH:6][CH:5]=1)[CH3:2] |f:2.3.4|. Reported procedure: The title compound 28g was prepared from compound 2 (249 mg, 1.00 mmol), tert-butyl bromoacetate (215 mg, 1.10 mmol) and potassium carbonate (276 mg, 2.00 mmol) in a manner similar to that described for 28d in 99.0% (360 mg) yield as a pale-yellow solid. The reactants are COC(=O)C1=C(OCC2=CC=C(C=C2)CC(=O)O)C=CC=C1 ((4-{[2-(methoxycarbonyl)phenoxy]methyl}phenyl)acetic acid), C1(=CC=CC=C1)CCNCCCCCCC (N-(2-Phenylethyl)heptan-1-amine), F[B-](F)(F)F.N1(N=NC2=C1C=CC=C2)OC(=[N+](C)C)N(C)C (N-[(1H-1,2,3-benzotriazol-1-yloxy)(dimethylamino)methylene]-N-methylmethanaminium tetrafluoroborate), C(C)N(C(C)C)C(C)C (N-ethyl-N,N-diisopropylamine). Run in CN(C)C=O (DMF), CCOC(=O)C (EtOAc). Reaction conditions: temperature 0 celsius, time 8 hour. The product is C(CCCCCC)N(C(CC1=CC=C(COC2=C(C(=O)OC)C=CC=C2)C=C1)=O)CCC1=CC=CC=C1 (methyl 2-[(4-{2-[heptyl(2-phenylethyl)amino]-2-oxoethyl}benzyl)oxy]benzoate). Isolated yield 91.3%. RXN SMILES: [C:1]1([CH2:7][CH2:8][NH:9][CH2:10][CH2:11][CH2:12][CH2:13][CH2:14][CH2:15][CH3:16])[CH:6]=[CH:5][CH:4]=[CH:3][CH:2]=1.[CH3:17][O:18][C:19]([C:21]1[CH:38]=[CH:37][CH:36]=[CH:35][C:22]=1[O:23][CH2:24][C:25]1[CH:30]=[CH:29][C:28]([CH2:31][C:32]([OH:34])=O)=[CH:27][CH:26]=1)=[O:20].F[B-](F)(F)F.N1(OC(N(C)C)=[N+](C)C)C2C=CC=CC=2N=N1.C(N(C(C)C)C(C)C)C>CN(C=O)C.CCOC(C)=O>[CH2:10]([N:9]([CH2:8][CH2:7][C:1]1[CH:2]=[CH:3][CH:4]=[CH:5][CH:6]=1)[C:32](=[O:34])[CH2:31][C:28]1[CH:27]=[CH:26][C:25]([CH2:24][O:23][C:22]2[CH:35]=[CH:36][CH:37]=[CH:38][C:21]=2[C:19]([O:18][CH3:17])=[O:20])=[CH:30][CH:29]=1)[CH2:11][CH2:12][CH2:13][CH2:14][CH2:15][CH3:16] |f:2.3|. Reported procedure: N-(2-Phenylethyl)heptan-1-amine (0.110 g, 0.500 mmol) was dissolved in DMF (10 ml), (4-{[2-(methoxycarbonyl)phenoxy]methyl}phenyl)acetic acid (0.150 g, 0.500 mmol) was added and the mixture was cooled to 0° C. N-[(1H-1,2,3-benzotriazol-1-yloxy)(dimethylamino)methylene]-N-methylmethanaminium tetrafluoroborate (0.176 g, 0.549 mmol) and N-ethyl-N,N-diisopropylamine (0.136 g, 1.049 mmol) were added. The solution was stirred overnight at room temperature. EtOAc (20 ml) was added and the organic phase...